Dataset: the Open Reaction Database (ORD), a public repository of structured organic reaction records. Task: describe an organic reaction: reactants, conditions, products, and yield The reactants are O=C([O-])[O-], O=C1c2ccccc2C(=O)N1CCOCCCl, [K+], [K+], CN(C)C=O, O. The product is O=C1NC(=O)c2ccccc21. As a reaction SMILES: [C:1](=[O:2])([O-:3])[O-:4].[Cl:7][CH2:8][CH2:9][O:10][CH2:11][CH2:12][N:13]1[C:14](=[O:23])[c:15]2[cH:16][cH:17][cH:18][cH:19][c:20]2[C:21]1=[O:22].[K+:5].[K+:6].[O:25]=[CH:26][N:27]([CH3:28])[CH3:29].[OH2:24]>>[NH:13]1[C:14](=[O:23])[c:15]2[cH:16][cH:17][cH:18][cH:19][c:20]2[C:21]1=[O:22]. Reactants: FC=1C(=C(C2=C(C(C=C(O2)C2=CC(=C(C=C2)NC(C(C)(C)C)=O)F)=O)C1NC(C(C)(C)C)=O)F)CO (6,8-difluoro-2-(3-fluoro-4-pivaloylaminophenyl)-7-hydroxymethyl-5-pivaloylamino-4H-1-benzopyran-4-one), C(CCCCC)(=O)O (hexanoic acid), S(O)(O)(=O)=O (sulfuric acid). Product: NC1=C(C(=C(C2=C1C(C=C(O2)C2=CC(=C(C=C2)N)F)=O)F)COC(CCCCC)=O)F (5-Amino-2-(4-amino-3-fluorophenyl)-6,8-difluoro-7-(1-hexanoyloxymethyl)-4H-1-benzopyran-4-one). Isolated yield 55.0%. Reaction SMILES: [F:1][C:2]1[C:3]([CH2:35][OH:36])=[C:4]([F:34])[C:5]2[O:10][C:9]([C:11]3[CH:16]=[CH:15][C:14]([NH:17]C(=O)C(C)(C)C)=[C:13]([F:24])[CH:12]=3)=[CH:8][C:7](=[O:25])[C:6]=2[C:26]=1[NH:27]C(=O)C(C)(C)C.[C:37](O)(=[O:43])[CH2:38][CH2:39][CH2:40][CH2:41][CH3:42].S(=O)(=O)(O)O>>[NH2:27][C:26]1[C:6]2[C:7](=[O:25])[CH:8]=[C:9]([C:11]3[CH:16]=[CH:15][C:14]([NH2:17])=[C:13]([F:24])[CH:12]=3)[O:10][C:5]=2[C:4]([F:34])=[C:3]([CH2:35][O:36][C:37](=[O:43])[CH2:38][CH2:39][CH2:40][CH2:41][CH3:42])[C:2]=1[F:1]. Reported procedure: Substantially the same manner as that in Example 123 was repeated except that 1.06 g (2.10 mmol) of 6,8-difluoro-2-(3-fluoro-4-pivaloylaminophenyl)-7-hydroxymethyl-5-pivaloylamino-4H-1-benzopyran-4-one obtained in Example 118 (4), 24 mL of hexanoic acid and 6 mL of concentrated sulfuric acid were used, and the resulting compound was purified by silica gel column chromatography (chloroform:acetonitrile=30:1-20:1) and recrystallized from ethyl acetate/n-hexane, to give 489 mg of Compound 125 (yiel... Reactants: NC=1C=CC(=C(C1)[C@]1(N=C(OCC1(F)F)N)C)F ((R)-4-(5-amino-2-fluoro-phenyl)-5,5-difluoro-4-methyl-5,6-dihydro-4H-[1,3]oxazin-2-ylamine), ClC=1C(=NC=C(C1)F)C(=O)O (3-chloro-5-fluoro-pyridine-2-carboxylic acid). Yields the product NC=1OCC([C@@](N1)(C)C=1C=C(C=CC1F)NC(=O)C1=NC=C(C=C1Cl)F)(F)F (3-Chloro-5-fluoro-pyridine-2-carboxylic acid [3-((R)-2-amino-5,5-difluoro-4-methyl-5,6-dihydro-4H-[1,3]oxazin-4-yl)-4-fluoro-phenyl]-amide). As a reaction SMILES: [NH2:1][C:2]1[CH:3]=[CH:4][C:5]([F:18])=[C:6]([C@:8]2([CH3:17])[C:13]([F:15])([F:14])[CH2:12][O:11][C:10]([NH2:16])=[N:9]2)[CH:7]=1.[Cl:19][C:20]1[C:21]([C:27](O)=[O:28])=[N:22][CH:23]=[C:24]([F:26])[CH:25]=1>>[NH2:16][C:10]1[O:11][CH2:12][C:13]([F:14])([F:15])[C@:8]([C:6]2[CH:7]=[C:2]([NH:1][C:27]([C:21]3[C:20]([Cl:19])=[CH:25][C:24]([F:26])=[CH:23][N:22]=3)=[O:28])[CH:3]=[CH:4][C:5]=2[F:18])([CH3:17])[N:9]=1. Procedure: The condensation of (R)-4-(5-amino-2-fluoro-phenyl)-5,5-difluoro-4-methyl-5,6-dihydro-4H-[1,3]oxazin-2-ylamine (intermediate XI-1) and 3-chloro-5-fluoro-pyridine-2-carboxylic acid following procedure I yielded the title compound as a colorless solid. MS (ISP): m/z=417.2 [M+H]+. Starting materials: 12.75, ClC1=C(N)C=CC=C1 (2-chloroaniline), CC1(CC(=O)CC(=O)C1)C (dimedone). Reagents/catalysts: C(C)(=O)O (acetic acid). Run in C(C)O (ethanol). Product: ClC1=C(NC2=CC(CC(C2)(C)C)=O)C=CC=C1 (3-(2-chloroanilino)-5,5-dimethyl-2-cyclohexen-1-one). Reaction SMILES: [Cl:1][C:2]1[CH:8]=[CH:7][CH:6]=[CH:5][C:3]=1[NH2:4].[CH3:9][C:10]1([CH3:18])[CH2:17][C:15](=O)[CH2:14][C:12](=[O:13])[CH2:11]1>C(O)C.C(O)(=O)C>[Cl:1][C:2]1[CH:8]=[CH:7][CH:6]=[CH:5][C:3]=1[NH:4][C:15]1[CH2:17][C:10]([CH3:18])([CH3:9])[CH2:11][C:12](=[O:13])[CH:14]=1. Reported procedure: A mixture of 12.75 parts of 2-chloroaniline and 14 parts of dimedone is dissolved in 40 volume parts of ethanol under warming, followed by the addition of 3 drops of glacial acetic acid. The solution is refluxed in a water bath for 2 hours, after which time the ethanol is distilled off and the resulting residue is allowed to cool, whereupon yellow crystals separate. These crystals are collected by filtration, washed with isopropyl ether and recrystallized from acetone. The procedure yields 3-(2-... Starting materials: BrCc1ccc(Br)nc1, Cc1ccc(C(=O)NC2CC2)cc1-c1ccc2c(=O)[nH]ccc2c1, [H-], [Na+], CN(C)C=O. Yields the product Cc1ccc(C(=O)NC2CC2)cc1-c1ccc2c(=O)n(Cc3ccc(Br)nc3)ccc2c1. RXN SMILES: [Br:27][c:28]1[n:29][cH:30][c:31]([CH2:34][Br:35])[cH:32][cH:33]1.[CH:1]1([NH:4][C:5]([c:6]2[cH:7][c:8](-[c:13]3[cH:14][c:15]4[cH:16][cH:17][nH:18][c:19](=[O:23])[c:20]4[cH:21][cH:22]3)[c:9]([CH3:12])[cH:10][cH:11]2)=[O:24])[CH2:2][CH2:3]1.[H-:25].[Na+:26].[O:36]=[CH:37][N:38]([CH3:39])[CH3:40]>>[CH:1]1([NH:4][C:5]([c:6]2[cH:7][c:8](-[c:13]3[cH:14][c:15]4[cH:16][cH:17][n:18]([CH2:34][c:31]5[cH:30][n:29][c:28]([Br:27])[cH:33][cH:32]5)[c:19](=[O:23])[c:20]4[cH:21][cH:22]3)[c:9]([CH3:12])[cH:10][cH:11]2)=[O:24])[CH2:2][CH2:3]1. The reactants are C(CCC)[Li] (n-Butyllithium), solution, CC=1C(=NC=CC1)NC(OC(C)(C)C)=O (t-Butyl (3-methyl-2-pyridyl)carbamate), COC1=NC(=NC(=C1)OC)S(=O)(=O)C (4,6-dimethoxy-2-methylsulfonylpyrimidine), [Cl-].[NH4+] (ammonium chloride). Run in CCCCCC (hexane), O1CCCC1 (tetrahydrofuran). Reaction conditions: temperature -70 celsius, time 20 minute. The product is COC1=NC(=NC(=C1)OC)CC=1C(=NC=CC1)NC(OC(C)(C)C)=O (t-Butyl [3-(4,6-dimethoxypyrimidin-2-ylmethyl)-2-pyridyl]carbamate). As a reaction SMILES: C([Li])CCC.[CH3:6][C:7]1[C:8]([NH:13][C:14](=[O:20])[O:15][C:16]([CH3:19])([CH3:18])[CH3:17])=[N:9][CH:10]=[CH:11][CH:12]=1.[CH3:21][O:22][C:23]1[CH:28]=[C:27]([O:29][CH3:30])[N:26]=[C:25](S(C)(=O)=O)[N:24]=1.[Cl-].[NH4+]>CCCCCC.O1CCCC1>[CH3:21][O:22][C:23]1[CH:28]=[C:27]([O:29][CH3:30])[N:26]=[C:25]([CH2:6][C:7]2[C:8]([NH:13][C:14](=[O:20])[O:15][C:16]([CH3:17])([CH3:19])[CH3:18])=[N:9][CH:10]=[CH:11][CH:12]=2)[N:24]=1 |f:3.4|. Reported procedure: n-Butyllithium (19.2 ml of a 2.5M solution in hexane) was added dropwise to a stirred suspension of the product of stage (a) above (5.0 g) in dry tetrahydrofuran (100 ml) under nitrogen at -70° C. The mixture was stirred at -70° C. for 20 minutes and then at 5° C. for 3 hours. It was then cooled to -70° C. and treated with 4,6-dimethoxy-2-methylsulfonylpyrimidine (5.42 g), and the mixture was stirred at -70° C. for 1 hour, then at room temperature overnight. Saturated ammonium chloride solution ... Reactants: C1COCCO1, CCO, Cl, N#CCCc1ccccc1. Product: Cl, CCOC(=N)CCc1ccccc1. Reaction SMILES: [CH2:15]1[O:16][CH2:17][CH2:18][O:19][CH2:20]1.[CH3:11][CH2:12][OH:13].[ClH:14].[c:1]1([CH2:7][CH2:8][C:9]#[N:10])[cH:2][cH:3][cH:4][cH:5][cH:6]1>>[ClH:14].[c:1]1([CH2:7][CH2:8][C:9](=[NH:10])[O:13][CH2:12][CH3:11])[cH:2][cH:3][cH:4][cH:5][cH:6]1.